Dataset: the Open Reaction Database (ORD), a public repository of structured organic reaction records. Task: describe an organic reaction: reactants, conditions, products, and yield The reactants are [N+](=O)([O-])C1=CC=C(C=C(C)C=2C=C3C(CCC(C3=CC2)(C)C)(C)C)C=C1 (6-[p-nitro-α-methylstyryl]-1,2,3,4-tetrahydro-1,1,4,4-tetramethylnaphthalene). Reagents/catalysts: [Fe] (iron). Run in C(C)(=O)O (acetic acid), O (water), O (water), O (water). Run at time 30 minute. Product: CC1(C=2C=CC(=CC2C(CC1)(C)C)C(=CC1=CC=C(N)C=C1)C)C (p-[2-(5,6,7,8-tetrahydro-5,5,8,8-tetramethyl-2-naphthyl)-propenyl]aniline). Yield: 82.0%. RXN SMILES: [N+:1]([C:4]1[CH:26]=[CH:25][C:7]([CH:8]=[C:9]([C:11]2[CH:12]=[C:13]3[C:18](=[CH:19][CH:20]=2)[C:17]([CH3:22])([CH3:21])[CH2:16][CH2:15][C:14]3([CH3:24])[CH3:23])[CH3:10])=[CH:6][CH:5]=1)([O-])=O>C(O)(=O)C.O.[Fe]>[CH3:21][C:17]1([CH3:22])[CH2:16][CH2:15][C:14]([CH3:23])([CH3:24])[C:13]2[CH:12]=[C:11]([C:9]([CH3:10])=[CH:8][C:7]3[CH:25]=[CH:26][C:4]([NH2:1])=[CH:5][CH:6]=3)[CH:20]=[CH:19][C:18]1=2. Procedure: 6 g of 6-[p-nitro-α-methylstyryl]-1,2,3,4-tetrahydro-1,1,4,4-tetramethylnaphthalene are dissolved in 200 ml of acetic acid and, after heating to 90° , treated within 2 minutes with 4.5 g of activated iron powder. Thereafter, 60 ml of water are added thereto and, after a further 30 minutes. the mixture is again treated with 60 ml of water. After stirring at 90° for 1 hour the reaction mixture is cooled, diluted with water and extracted with ether. The organic phase is washed with water, dilute so... Reactants: racemic mixture, C(CCCCC)C(C(=O)O)N1C=NC(=C1)[N+](=O)[O-] (α-hexyl-4-nitro-1H-imidazole-1-acetic acid), Cl (hydrochloric acid), C=C[C@H]1CN2CC[C@H]1C[C@H]2[C@@H](C3=CC=NC4=CC=CC=C34)O ((-)-cinchonidine). The solvent is C(C)O (ethanol), C(C)N(CC)CC (triethylamine), C(C)N(CC)CC (triethylamine), O (water). Run at temperature 85 celsius. Product: C(CCCCC)[C@H](C(=O)O)N1C=NC(=C1)[N+](=O)[O-] ((R)-α-hexyl-4-nitro-1H-imidazole-1-acetic acid). As a reaction SMILES: C=C[C@@H]1[C@@H]2C[C@@H]([C@H](O)C3C4C(=CC=CC=4)N=CC=3)N(CC2)C1.[CH2:23]([CH:29]([N:33]1[CH:37]=[C:36]([N+:38]([O-:40])=[O:39])[N:35]=[CH:34]1)[C:30]([OH:32])=[O:31])[CH2:24][CH2:25][CH2:26][CH2:27][CH3:28].Cl>O.C(N(CC)CC)C.C(O)C>[CH2:23]([C@@H:29]([N:33]1[CH:37]=[C:36]([N+:38]([O-:40])=[O:39])[N:35]=[CH:34]1)[C:30]([OH:32])=[O:31])[CH2:24][CH2:25][CH2:26][CH2:27][CH3:28]. Procedure: To a suspension of 5.89 g (0.02 mol) of (-)-cinchonidine in 80 mL water was added 2.78 mL (2.02 g, 0.02 mol) triethylamine. The mixture was warmed to about 40°-45° C. A solution of 10.21 g (0.04 mol) of a racemic mixture of α-hexyl-4-nitro-1H-imidazole-1-acetic acid in 40 mL technical grade ethanol was added to the warm suspension with stirring. (The pH of the mixture was adjusted to 6.9-7.4 by addition of triethylamine or aqueous hydrochloric acid as required.) The resulting suspension was then... Reactants: FC(C(=O)O)(F)F (trifluoroacetic acid), C(C)(C)(C)OC(CC1=C(C=C2C=CC(=CN12)CN(C)C)C)=O ((6-Dimethylaminomethyl-2-methyl-indolizin-3-yl)-acetic acid tert-butyl ester), C(=O)(C=1NC=CN1)C=1NC=CN1 (carbonyl diimidazole). Solvent: C(Cl)Cl (CH2Cl2). Run at time 14 hour. The product is CN(C)CC1=CN2C(=C(C=C2C=C1)C)CC(=O)N (2-(6-Dimethylaminomethyl-2-methyl-indolizin-3-yl)-acetamide). The yield is 91.7%. RXN SMILES: C([O:5][C:6](=O)[CH2:7][C:8]1[N:16]2[C:11]([CH:12]=[CH:13][C:14]([CH2:17][N:18]([CH3:20])[CH3:19])=[CH:15]2)=[CH:10][C:9]=1[CH3:21])(C)(C)C.FC(F)(F)C(O)=O.C(C1NC=CN=1)(C1[NH:33]C=CN=1)=O>C(Cl)Cl>[CH3:19][N:18]([CH2:17][C:14]1[CH:13]=[CH:12][C:11]2[N:16]([C:8]([CH2:7][C:6]([NH2:33])=[O:5])=[C:9]([CH3:21])[CH:10]=2)[CH:15]=1)[CH3:20]. Reported procedure: (6-Dimethylaminomethyl-2-methyl-indolizin-3-yl)-acetic acid tert-butyl ester (122 mg, 0.40 mmol) is dissolved in CH2Cl2 (10 ml) containing 5% of trifluoroacetic acid. The mixture is stirred for 14 hours at room temperature and then concentrated in vacuo. The residue is azeotroped twice with toluene, dissolved in N,N-dimethylformamide (2.0 ml) and treated with carbonyl diimidazole (76 mg, 0.44 mmol, 1.1 equiv). After 1 hour at room temperature, the volatiles are removed in vacuo, and the activate... The reactants are BrB(Br)Br, ClCCl, COc1ccc(C(C)C(=O)Nc2snc(C)c2Cl)cc1. Yields the product Cc1nsc(NC(=O)C(C)c2ccc(O)cc2)c1Cl. RXN SMILES: [B:1]([Br:2])([Br:3])[Br:4].[Cl:25][CH2:26][Cl:27].[Cl:5][c:6]1[c:7]([CH3:24])[n:8][s:9][c:10]1[NH:11][C:12]([CH:13]([CH3:14])[c:15]1[cH:16][cH:17][c:18]([O:21][CH3:22])[cH:19][cH:20]1)=[O:23]>>[Cl:5][c:6]1[c:7]([CH3:24])[n:8][s:9][c:10]1[NH:11][C:12]([CH:13]([CH3:14])[c:15]1[cH:16][cH:17][c:18]([OH:21])[cH:19][cH:20]1)=[O:23]. The product is CCOC(=O)C(C)=Cc1ccc(C(=O)CC(C)CCCC(C)CCCC(C)C)o1. Reaction SMILES: [CH3:1][CH:2]([CH2:3][C:4](=[O:5])[OH:6])[CH2:7][CH2:8][CH2:9][CH:10]([CH2:11][CH2:12][CH2:13][CH:14]([CH3:15])[CH3:16])[CH3:17].[Cl+3:44]([OH:45])([O-:46])([O-:47])[O-:48].[F:18][C:19]([F:20])([F:21])[C:22]([O:23][C:24](=[O:25])[C:26]([F:27])([F:28])[F:29])=[O:30].[Na+:49].[Na+:50].[O-:51][C:52](=[O:53])[O-:54].[o:31]1[c:32]([CH:36]=[C:37]([C:38](=[O:39])[O:40][CH2:41][CH3:42])[CH3:43])[cH:33][cH:34][cH:35]1>>[CH3:1][CH:2]([CH2:3][C:4](=[O:6])[c:35]1[o:31][c:32]([CH:36]=[C:37]([C:38](=[O:39])[O:40][CH2:41][CH3:42])[CH3:43])[cH:33][cH:34]1)[CH2:7][CH2:8][CH2:9][CH:10]([CH2:11][CH2:12][CH2:13][CH:14]([CH3:15])[CH3:16])[CH3:17]. The reactants are CC(C)CCCC(C)CCCC(C)CC(=O)O, [O-][Cl+3]([O-])([O-])O, O=C(OC(=O)C(F)(F)F)C(F)(F)F, [Na+], [Na+], O=C([O-])[O-], CCOC(=O)C(C)=Cc1ccco1. Reactants: N1=CC=C2N=C3CCCC3=C(N12)C=1C=CC2=C(C=C(O2)CCOS(=O)(=O)C)C1 (Methanesulfonic acid 2-[5-(6,7-dihydro-5H-1,4,8a-triaza-s-indacen-8-yl)-benzo-furan-2-yl]-ethyl ester), COC[C@@H]1NCCC1 (2-(R)-methoxymethylpyrrolidine), C([O-])([O-])=O.[K+].[K+] (potassium carbonate). The solvent is C(C)#N (acetonitrile). Reaction conditions: temperature 70 celsius. The product is COC[C@@H]1N(CCC1)CCC=1OC2=C(C1)C=C(C=C2)C2=C1CCCC1=NC1=CC=NN21 (8-{2-[2-(2-(R)-Methoxymethyl-pyrrol idin-1-yl)-ethyl]-benzofuran-5-yl}-6,7-dihydro-5H-1,4,8a-triaza-s-indacene). Reaction SMILES: [N:1]1[N:12]2[C:4]([N:5]=[C:6]3[C:10](=[C:11]2[C:13]2[CH:14]=[CH:15][C:16]4[O:20][C:19]([CH2:21][CH2:22]OS(C)(=O)=O)=[CH:18][C:17]=4[CH:28]=2)[CH2:9][CH2:8][CH2:7]3)=[CH:3][CH:2]=1.[CH3:29][O:30][CH2:31][C@H:32]1[CH2:36][CH2:35][CH2:34][NH:33]1.C(=O)([O-])[O-].[K+].[K+]>C(#N)C>[CH3:29][O:30][CH2:31][C@H:32]1[CH2:36][CH2:35][CH2:34][N:33]1[CH2:22][CH2:21][C:19]1[O:20][C:16]2[CH:15]=[CH:14][C:13]([C:11]3[N:12]4[C:4](=[CH:3][CH:2]=[N:1]4)[N:5]=[C:6]4[C:10]=3[CH2:9][CH2:8][CH2:7]4)=[CH:28][C:17]=2[CH:18]=1 |f:2.3.4|. Procedure: Methanesulfonic acid 2-[5-(6,7-dihydro-5H-1,4,8a-triaza-s-indacen-8-yl)-benzo-furan-2-yl]-ethyl ester (0.085 mmol) described above was dissolved in acetonitrile (2 ml) followed by addition of 2-(R)-methoxymethylpyrrolidine (0.85 mmol) and potassium carbonate (0.425 mmol) and heated to 70° C. for 24 hours. The reaction was cooled, filtered and concentrated. The residue was purified via preparative HPLC to give the desired 8-{2-[2-(2-(R)-Methoxymethyl-pyrrol idin-1-yl)-ethyl]-benzofuran-5-yl}-6,7-... Reactants: NH4OAc, ClC1=CC=C(CN2C(=C(C3=CC(=CC=C23)OCC2=NC3=CC=CC=C3C=C2)C(C(C)(C)C)=O)CC(C(=O)OC)(C)C)C=C1 (methyl 3-[1-(4-chlorobenzyl)-3-trimethylacetyl-5-(quinolin-2-ylmethoxy)indol-2-yl]-2,2-dimethylpropanoate), CuCl2.2H2O. Run in CN(C)C=O (DMF), O (H2O). Run at time 7 hour. The product is ClC1=CC=C(CN2C(=C(C3=CC(=CC=C23)O)C(C(C)(C)C)=O)CC(C(=O)OC)(C)C)C=C1 (Methyl 3-[1-(4-chlorobenzyl)-3-trimethylacetyl-5-hydroxyindol-2-yl]-2,2-dimethylpropanoate). As a reaction SMILES: [Cl:1][C:2]1[CH:43]=[CH:42][C:5]([CH2:6][N:7]2[C:15]3[C:10](=[CH:11][C:12]([O:16]CC4C=CC5C(=CC=CC=5)N=4)=[CH:13][CH:14]=3)[C:9]([C:28](=[O:33])[C:29]([CH3:32])([CH3:31])[CH3:30])=[C:8]2[CH2:34][C:35]([CH3:41])([CH3:40])[C:36]([O:38][CH3:39])=[O:37])=[CH:4][CH:3]=1>CN(C=O)C.O>[Cl:1][C:2]1[CH:43]=[CH:42][C:5]([CH2:6][N:7]2[C:15]3[C:10](=[CH:11][C:12]([OH:16])=[CH:13][CH:14]=3)[C:9]([C:28](=[O:33])[C:29]([CH3:32])([CH3:31])[CH3:30])=[C:8]2[CH2:34][C:35]([CH3:41])([CH3:40])[C:36]([O:38][CH3:39])=[O:37])=[CH:4][CH:3]=1. Procedure details: To a solution of methyl 3-[1-(4-chlorobenzyl)-3-trimethylacetyl-5-(quinolin-2-ylmethoxy)indol-2-yl]-2,2-dimethylpropanoate (EP 419,049, March 27, 1991, Example 8, Step A) (11.5 g) in 150 mL DMF at 100° C. was added CuCl2.2H2O (4.9 g) in 26 mL H2O. After 7 hours, the solution was cooled, poured onto aqueous NH4OAc, and extracted with EtOAc. The organic phase was washed twice with NH4OAc (aq), washed with brine, dried (MgSO4), and evaporated. Purification of the residue by chromatography on silica... Reactants: COC(=O)C1CC(Nc2ccc([N+](=O)[O-])cc2C(=O)NCc2ccc(OC)c(OC)c2)CN1C(=O)OC(C)(C)C, CN, CO. The product is CNC(=O)C1CC(Nc2ccc([N+](=O)[O-])cc2C(=O)NCc2ccc(OC)c(OC)c2)CN1C(=O)OC(C)(C)C. RXN SMILES: [C:1]([CH3:2])([CH3:3])([CH3:4])[O:5][C:6](=[O:7])[N:8]1[CH2:9][CH:10]([NH:17][c:18]2[c:19]([C:20](=[O:21])[NH:22][CH2:23][c:24]3[cH:25][c:26]([O:32][CH3:33])[c:27]([O:30][CH3:31])[cH:28][cH:29]3)[cH:34][c:35]([N+:38](=[O:39])[O-:40])[cH:36][cH:37]2)[CH2:11][CH:12]1[C:13]([O:15][CH3:14])=[O:16].[CH3:41][NH2:42].[CH3:43][OH:44]>>[C:1]([CH3:2])([CH3:3])([CH3:4])[O:5][C:6](=[O:7])[N:8]1[CH2:9][CH:10]([NH:17][c:18]2[c:19]([C:20](=[O:21])[NH:22][CH2:23][c:24]3[cH:25][c:26]([O:32][CH3:33])[c:27]([O:30][CH3:31])[cH:28][cH:29]3)[cH:34][c:35]([N+:38](=[O:39])[O-:40])[cH:36][cH:37]2)[CH2:11][CH:12]1[C:13](=[O:15])[NH:42][CH3:41]. Reactants: Nc1nc2cc(F)c(Br)cc2s1, CC(C)(C)ON=O, CN(C)C=O. Yields the product Fc1cc2ncsc2cc1Br. Reaction SMILES: [Br:1][c:2]1[cH:3][c:4]2[c:5]([n:6][c:7]([NH2:9])[s:8]2)[cH:10][c:11]1[F:12].[C:13]([O:14][N:15]=[O:16])([CH3:17])([CH3:18])[CH3:19].[O:20]=[CH:21][N:22]([CH3:23])[CH3:24]>>[Br:1][c:2]1[cH:3][c:4]2[c:5]([n:6][cH:7][s:8]2)[cH:10][c:11]1[F:12].